This data is from the Open Reaction Database (ORD), a public repository of structured organic reaction records. The task is: describe an organic reaction: reactants, conditions, products, and yield The reactants are NC1=NC=CC(=N1)C1=CC(=C(N1)C1=C(C=CC(=C1)Cl)C)C(=O)N (5-(2-Amino-pyrimidin-4-yl)-2-(5-chloro-2-methyl-phenyl)-1H-pyrrole-3-carboxamide), IN1C(CCC1=O)=O (N-iodosuccinimide), O (water). The solvent is CN(C)C=O (DMF). Run at time 4.5 hour. The product is NC1=NC=CC(=N1)C1=C(C(=C(N1)C1=C(C=CC(=C1)Cl)C)C(=O)N)I (5-(2-Amino-pyrimidin-4-yl)-2-(5-chloro-2-methyl-phenyl)-4-iodo-1H-pyrrole-3-carboxamide). Isolated yield 42.9%. Reaction SMILES: [NH2:1][C:2]1[N:7]=[C:6]([C:8]2[NH:12][C:11]([C:13]3[CH:18]=[C:17]([Cl:19])[CH:16]=[CH:15][C:14]=3[CH3:20])=[C:10]([C:21]([NH2:23])=[O:22])[CH:9]=2)[CH:5]=[CH:4][N:3]=1.[I:24]N1C(=O)CCC1=O.O>CN(C=O)C>[NH2:1][C:2]1[N:7]=[C:6]([C:8]2[NH:12][C:11]([C:13]3[CH:18]=[C:17]([Cl:19])[CH:16]=[CH:15][C:14]=3[CH3:20])=[C:10]([C:21]([NH2:23])=[O:22])[C:9]=2[I:24])[CH:5]=[CH:4][N:3]=1. Procedure details: 5-(2-Amino-pyrimidin-4-yl)-2-(5-chloro-2-methyl-phenyl)-1H-pyrrole-3-carboxamide (1.1 g, 3.36 mmol) in dry DMF (6 mL) was treated with solid N-iodosuccinimide (830 mg, 3.69 mmol), stirred at room temperature for 4.5 h and poured into iced water (150 mL). The solid was then filtered with suction, washed thoroughly with water, dried in an oven under vacuum at 50° C. and purified by flash chromatography over silica gel (DCM/MeOH/7 N NH3 in MeOH 95/5/0.5) to afford the title compound (654 mg, 43%).